This data is from the Open Reaction Database (ORD), a public repository of structured organic reaction records. The task is: describe an organic reaction: reactants, conditions, products, and yield Starting materials: C(C)N (ethylamine), ClC=1N=[N+](C2=C(N1)C=C1CC(CC1=C2)N(C)C)[O-] (3-Chloro-N,N-dimethyl-7,8-dihydro-6H-indeno[5,6-e][1,2,4]triazin-7-amine 1-Oxide). The solvent is COCCOC (DME). The product is C(C)NC=1N=[N+](C2=C(N1)C=C1CC(CC1=C2)N(C)C)[O-] (N3-Ethyl-N7,N7-dimethyl-7,8-dihydro-6H-indeno[5,6-e][1,2,4]triazine-3,7-diamine 1-Oxide). Yield: 82.5%. Reaction SMILES: [CH2:1]([NH2:3])[CH3:2].Cl[C:5]1[N:6]=[N+:7]([O-:21])[C:8]2[CH:17]=[C:16]3[C:12]([CH2:13][CH:14]([N:18]([CH3:20])[CH3:19])[CH2:15]3)=[CH:11][C:9]=2[N:10]=1>COCCOC>[CH2:1]([NH:3][C:5]1[N:6]=[N+:7]([O-:21])[C:8]2[CH:17]=[C:16]3[C:12]([CH2:13][CH:14]([N:18]([CH3:19])[CH3:20])[CH2:15]3)=[CH:11][C:9]=2[N:10]=1)[CH3:2]. Procedure: Aqueous ethylamine (70%, 0.35 mL, 4.4 mmol) was added to a stirred solution of chloride 112 (240 mg, 0.9 mmol) in DME (20 mL) and the solution stirred at reflux temperature for 4 h. The solvent was evaporated and the residue purified by chromatography, eluting with a gradient (0-10%) of MeOH/DCM, to give 1-oxide 113 (203 mg, 84%) as a yellow solid: mp (MeOH/EtOAc) 187-190° C.; 1H NMR δ 8.05 (s, 1H, H-9), 7.37 (s, 1H, H-5), 5.14 (br s, 1H, NH), 3.54 (dq, J=7.2, 1.3 Hz, 2H, CH2N), 3.06-3.21 (m, 3H... Reactants: CN(C)C=O, O=C1CCC(=O)N1Cl, Oc1ccc2c(c1)OCCO2. The product is Oc1cc2c(cc1Cl)OCCO2. RXN SMILES: [CH3:20][N:21]([CH3:22])[CH:23]=[O:24].[Cl:12][N:13]1[C:14](=[O:15])[CH2:16][CH2:17][C:18]1=[O:19].[OH:1][c:2]1[cH:3][c:4]2[c:5]([cH:10][cH:11]1)[O:6][CH2:7][CH2:8][O:9]2>>[OH:1][c:2]1[cH:3][c:4]2[c:5]([cH:10][c:11]1[Cl:12])[O:6][CH2:7][CH2:8][O:9]2. Starting materials: CNN (Methylhydrazine), N1(CCC1)C1=NC=NC(=C1C(=O)C=1C=NN(C1C1=NC=C(C=C1)C(F)(F)F)C)Cl ([4-(azetidin-1-yl)-6-chloropyrimidin-5-yl]{1-methyl-5-[5-(trifluoromethyl)pyridin-2-yl]-1H-pyrazol-4-yl}methanone). Solvent: O1CCOCC1 (1,4-dioxane). Run at time 18 hour. Yields the product N1(CCC1)C1=C2C(=NC=N1)N(N=C2C=2C=NN(C2C2=NC=C(C=C2)C(F)(F)F)C)C (4-(azetidin-1-yl)-1-methyl-3-{1-methyl-5-[5-(trifluoromethyl)pyridin-2-yl]-1H-pyrazol-4-yl}-1H-pyrazolo[3,4-d]pyrimidine). Reaction SMILES: [CH3:1][NH:2][NH2:3].[N:4]1([C:8]2[C:13]([C:14]([C:16]3[CH:17]=[N:18][N:19]([CH3:31])[C:20]=3[C:21]3[CH:26]=[CH:25][C:24]([C:27]([F:30])([F:29])[F:28])=[CH:23][N:22]=3)=O)=[C:12](Cl)[N:11]=[CH:10][N:9]=2)[CH2:7][CH2:6][CH2:5]1>O1CCOCC1>[N:4]1([C:8]2[N:9]=[CH:10][N:11]=[C:12]3[N:2]([CH3:1])[N:3]=[C:14]([C:16]4[CH:17]=[N:18][N:19]([CH3:31])[C:20]=4[C:21]4[CH:26]=[CH:25][C:24]([C:27]([F:30])([F:29])[F:28])=[CH:23][N:22]=4)[C:13]=23)[CH2:7][CH2:6][CH2:5]1. Procedure details: Methylhydrazine (98%, 0.254 mL, 4.73 mmol) was added to a solution of [4-(azetidin-1-yl)-6-chloropyrimidin-5-yl]{1-methyl-5-[5-(trifluoromethyl)pyridin-2-yl]-1H-pyrazol-4-yl}methanone (C16) (200 mg, 0.473 mmol) in 1,4-dioxane (4 mL), and the reaction mixture was allowed to stir for 18 hours at room temperature. After removal of solvent in vacuo, the residue was chromatographed on silica gel to provide the product as a solid. Yield: 120 mg, 0.290 mmol, 61%. LCMS m/z 415.0 (M+1). 1H NMR (400 MHz, ... Reactants: imine, imine, [BH4-].[Na+] (NaBH4), NC1(CCN(CC1)C(=O)OC(C)(C)C)C(F)(F)F (4-amino-1-(tert-butoxycarbonyl)-4-(trifluoromethyl)piperidine), O=C1CSC2=C(N1)C=C(C=C2)C=O (3-oxo-3,4-dihydro-2H-benzo[1,4]thiazine-6-carbaldehyde), [O-]S(=O)(=O)[O-].[Na+].[Na+] (Na2SO4). Run in CN(C)C=O (DMF). Yields the product C(C)(C)(C)OC(=O)N1CCC(CC1)(C(F)(F)F)NCC=1C=CC2=C(NC(CS2)=O)C1 (6-[{1-(tert-Butoxycarbonyl)-4-(trifluoromethyl)piperidin-4-ylamino}methyl]-4H-benzo[1,4]thiazin-3-one). Reaction SMILES: [NH2:1][C:2]1([C:15]([F:18])([F:17])[F:16])[CH2:7][CH2:6][N:5]([C:8]([O:10][C:11]([CH3:14])([CH3:13])[CH3:12])=[O:9])[CH2:4][CH2:3]1.[O:19]=[C:20]1[NH:25][C:24]2[CH:26]=[C:27]([CH:30]=O)[CH:28]=[CH:29][C:23]=2[S:22][CH2:21]1.[O-]S([O-])(=O)=O.[Na+].[Na+].[BH4-].[Na+]>CN(C=O)C>[C:11]([O:10][C:8]([N:5]1[CH2:4][CH2:3][C:2]([NH:1][CH2:30][C:27]2[CH:28]=[CH:29][C:23]3[S:22][CH2:21][C:20](=[O:19])[NH:25][C:24]=3[CH:26]=2)([C:15]([F:18])([F:16])[F:17])[CH2:7][CH2:6]1)=[O:9])([CH3:14])([CH3:12])[CH3:13] |f:2.3.4,5.6|. Reported procedure: A mixture of 4-amino-1-(tert-butoxycarbonyl)-4-(trifluoromethyl)piperidine (3 e) (1 equiv.), 3-oxo-3,4-dihydro-2H-benzo[1,4]thiazine-6-carbaldehyde (1n) (1.1 equiv.), and Na2SO4 in DMF is stirred until the imine has formed, then is filtered through a sintered glass funnel. The filtrate is concentrated to dryness in vacuo, and the residue is dissolved in EtOH. NaBH4 (1 equiv.) is added, and the reaction is stirred until the imine is consumed. The solvent is removed in vacuo and the residue is tak... Reactants: C([O-])([O-])=O.[Na+].[Na+] (sodium carbonate), IC1=CN(C2=NC=C(C=C21)C=2N=CC(=NC2)N2CCN(CC2)C(=O)OC(C)(C)C)S(=O)(=O)C2=CC=C(C)C=C2 (tert-butyl 4-(5-(3-iodo-1-tosyl-1H-pyrrolo[2,3-b]pyridin-5-yl)pyrazin-2-yl)piperazine-1-carboxylate), FC=1C=C(CN2N=CC(=C2)B2OC(C(O2)(C)C)(C)C)C=CC1 (1-(3-fluorobenzyl)-4-(4,4,5,5-tetramethyl-1,3,2-dioxaborolan-2-yl)-1H-pyrazole), Intermediate, FC=1C=C(CN2N=CC(=C2)B2OC(C(O2)(C)C)(C)C)C=CC1 (1-(3-fluorobenzyl)-4-(4,4,5,5-tetramethyl-1,3,2-dioxaborolan-2-yl)-1H-pyrazole). The reagents and catalysts are C1=CC=C(C=C1)P([C-]2C=CC=C2)C3=CC=CC=C3.C1=CC=C(C=C1)P([C-]2C=CC=C2)C3=CC=CC=C3.Cl[Pd]Cl.[Fe+2] (Pd(dppf)Cl2). Run in C1(=CC=CC=C1)C.C(C)O.O (toluene ethanol water). Yields the product FC=1C=C(CN2N=CC(=C2)C2=CN(C3=NC=C(C=C32)C=3N=CC(=NC3)N3CCN(CC3)C(=O)OC(C)(C)C)S(=O)(=O)C3=CC=C(C)C=C3)C=CC1 (tert-butyl 4-(5-(3-(1-(3-fluorobenzyl)-1H-pyrazol-4-yl)-1-tosyl-1H-pyrrolo[2,3-b]pyridin-5-yl) pyrazin-2-yl)piperazine-1-carboxylate). The yield is 82.6%. Reaction SMILES: I[C:2]1[C:10]2[C:5](=[N:6][CH:7]=[C:8]([C:11]3[N:12]=[CH:13][C:14]([N:17]4[CH2:22][CH2:21][N:20]([C:23]([O:25][C:26]([CH3:29])([CH3:28])[CH3:27])=[O:24])[CH2:19][CH2:18]4)=[N:15][CH:16]=3)[CH:9]=2)[N:4]([S:30]([C:33]2[CH:39]=[CH:38][C:36]([CH3:37])=[CH:35][CH:34]=2)(=[O:32])=[O:31])[CH:3]=1.[F:40][C:41]1[CH:42]=[C:43]([CH:59]=[CH:60][CH:61]=1)[CH2:44][N:45]1[CH:49]=[C:48](B2OC(C)(C)C(C)(C)O2)[CH:47]=[N:46]1.C(=O)([O-])[O-].[Na+].[Na+]>C1(C)C=CC=CC=1.C(O)C.O.C1C=CC(P(C2C=CC=CC=2)[C-]2C=CC=C2)=CC=1.C1C=CC(P(C2C=CC=CC=2)[C-]2C=CC=C2)=CC=1.Cl[Pd]Cl.[Fe+2]>[F:40][C:41]1[CH:42]=[C:43]([CH:59]=[CH:60][CH:61]=1)[CH2:44][N:45]1[CH:49]=[C:48]([C:2]2[C:10]3[C:5](=[N:6][CH:7]=[C:8]([C:11]4[N:12]=[CH:13][C:14]([N:17]5[CH2:22][CH2:21][N:20]([C:23]([O:25][C:26]([CH3:29])([CH3:28])[CH3:27])=[O:24])[CH2:19][CH2:18]5)=[N:15][CH:16]=4)[CH:9]=3)[N:4]([S:30]([C:33]3[CH:39]=[CH:38][C:36]([CH3:37])=[CH:35][CH:34]=3)(=[O:32])=[O:31])[CH:3]=2)[CH:47]=[N:46]1 |f:2.3.4,5.6.7,8.9.10.11|. Procedure: Using similar reaction conditions as described in step-i of example-1, tert-butyl 4-(5-(3-iodo-1-tosyl-1H-pyrrolo[2,3-b]pyridin-5-yl)pyrazin-2-yl)piperazine-1-carboxylate (Intermediate 66N) (465 mg, 0.7 mmol) was coupled with 1-(3-fluorobenzyl)-4-(4,4,5,5-tetramethyl-1,3,2-dioxaborolan-2-yl)-1H-pyrazole (intermediate 11) (234 mg, 0.77 mmol) using sodium carbonate (223 mg, 21 mmol) and Pd(dppf)Cl2 (26 mg, 0.035 mmol) in toluene/ethanol/water (6/6/2 mL) to afford 410 mg (82.1% yield) of the titled... The reactants are CCOP(=O)(C#N)OCC, Cc1ccc2[nH]cc(Cn3nc4c(c3-c3cc(C(=O)O)cn3C)c(=O)n(C)c(=O)n4CC(C)C)c2c1, NC1CC1. Yields the product Cc1ccc2[nH]cc(Cn3nc4c(c3-c3cc(C(=O)NC5CC5)cn3C)c(=O)n(C)c(=O)n4CC(C)C)c2c1. As a reaction SMILES: [C:41]([P:42](=[O:43])([O:44][CH2:45][CH3:46])[O:47][CH2:48][CH3:49])#[N:50].[CH2:1]([CH:2]([CH3:3])[CH3:4])[n:5]1[c:6](=[O:36])[n:7]([CH3:35])[c:8](=[O:34])[c:9]2[c:10]1[n:11][n:12]([CH2:23][c:24]1[cH:25][nH:26][c:27]3[cH:28][cH:29][c:30]([CH3:33])[cH:31][c:32]13)[c:13]2-[c:14]1[cH:15][c:16]([C:20](=[O:21])[OH:22])[cH:17][n:18]1[CH3:19].[CH:37]1([NH2:40])[CH2:38][CH2:39]1>>[CH2:1]([CH:2]([CH3:3])[CH3:4])[n:5]1[c:6](=[O:36])[n:7]([CH3:35])[c:8](=[O:34])[c:9]2[c:10]1[n:11][n:12]([CH2:23][c:24]1[cH:25][nH:26][c:27]3[cH:28][cH:29][c:30]([CH3:33])[cH:31][c:32]13)[c:13]2-[c:14]1[cH:15][c:16]([C:20](=[O:21])[NH:40][CH:37]2[CH2:38][CH2:39]2)[cH:17][n:18]1[CH3:19]. Starting materials: C(C)(C)(C)OC(=O)N(C(CC1=CC2=C(OC(O2)(C(=O)O)C(=O)O)C=C1)C)CC(O)C1=CC(=CC=C1)Cl (5-(2-{tert-butoxycarbonyl-[2-(3-chloro-phenyl)-2-hydroxy-ethyl]-amino}-propyl)-benzo[1,3]dioxole-2,2-dicarboxylic acid), BrCC(=O)OC(C)C (isopropyl 2-bromoacetate). Product: C(C)(C)OC(=O)C(C(=O)OC(C)C)OC(=O)C1(OC2=C(O1)C=CC(=C2)CC(C)N(CC(O)C2=CC(=CC=C2)Cl)C(=O)OC(C)(C)C)C(=O)O (5-(2-{tert-Butoxycarbonyl-[2-(3-chloro-phenyl)-2-hydroxy-ethyl]-amino}-propyl)-benzo[1,3]dioxole-2,2-dicarboxylic acid bis-isopropoxycarbonyl-methyl ester). Reaction SMILES: [C:1]([O:5][C:6]([N:8]([CH2:27][CH:28]([C:30]1[CH:35]=[CH:34][CH:33]=[C:32]([Cl:36])[CH:31]=1)[OH:29])[CH:9]([CH3:26])[CH2:10][C:11]1[CH:25]=[CH:24][C:14]2[O:15][C:16]([C:21]([OH:23])=[O:22])([C:18]([OH:20])=[O:19])[O:17][C:13]=2[CH:12]=1)=[O:7])([CH3:4])([CH3:3])[CH3:2].Br[CH2:38][C:39]([O:41][CH:42]([CH3:44])[CH3:43])=[O:40]>>[CH:42]([O:41][C:39]([CH:38]([O:19][C:18]([C:16]1([C:21]([OH:23])=[O:22])[O:15][C:14]2[CH:24]=[CH:25][C:11]([CH2:10][CH:9]([N:8]([C:6]([O:5][C:1]([CH3:2])([CH3:3])[CH3:4])=[O:7])[CH2:27][CH:28]([C:30]3[CH:35]=[CH:34][CH:33]=[C:32]([Cl:36])[CH:31]=3)[OH:29])[CH3:26])=[CH:12][C:13]=2[O:17]1)=[O:20])[C:6]([O:5][CH:1]([CH3:3])[CH3:2])=[O:7])=[O:40])([CH3:44])[CH3:43]. Reported procedure: The title compound was prepared from 5-(2-{tert-butoxycarbonyl-[2-(3-chloro-phenyl)-2-hydroxy-ethyl]-amino}-propyl)-benzo[1,3]dioxole-2,2-dicarboxylic acid and isopropyl 2-bromoacetate according to the procedure of Example 24, step 3 as a colorless oil: 1H NMR (300 MHz, CDCl3): δ 1.15-1.30 (m, 15H), 1.40 (s, 9H), 2.45-2.70 (m, 2H), 3.06-3.15 (m, 1H), 3.45-3.60 (m, 1H), 4.05-4.18 (m, 2H), 4.70-4.80 (m, 4H), 5.06 (sept, J=6.3 Hz, 2H), 5.46 (brs, 1H), 6.60-6.90 (m, 3H), 7.20-7.35 (m, 3H), 7.41 (s, ... The reactants are C1(=CC=CC=C1)P(C1=CC=CC=C1)C1=CC=CC=C1 (triphenylphosphine), Cl.NC1[C@@H]2N(C(=C(CS2)CCl)C(=O)OC(C2=CC=CC=C2)C2=CC=CC=C2)C1=O (diphenylmethyl 7-amino-3-chloromethyl-3-cephem-4-carboxylate hydrochloride), [OH-].[Na+] (NaOH), [O-]S(=O)(=O)[O-].[Mg+2] (MgSO4), C(C1=CC=CC=C1)=O (benzaldehyde). The solvent is C(Cl)Cl (CH2Cl2). Conditions: time 10 minute. The product is [Cl-].C(C1=CC=CC=C1)=NC1[C@@H]2N(C(=C(CS2)C[P+](C2=CC=CC=C2)(C2=CC=CC=C2)C2=CC=CC=C2)C(=O)OC(C2=CC=CC=C2)C2=CC=CC=C2)C1=O (Diphenylmethyl 7-Benzylideneamino-3-triphenylphosphoniomethyl-3-cephem-4-carboxylate Chloride). RXN SMILES: Cl.[NH2:2][CH:3]1[C:28](=[O:29])[N:5]2[C:6]([C:12]([O:14][CH:15]([C:22]3[CH:27]=[CH:26][CH:25]=[CH:24][CH:23]=3)[C:16]3[CH:21]=[CH:20][CH:19]=[CH:18][CH:17]=3)=[O:13])=[C:7]([CH2:10][Cl:11])[CH2:8][S:9][C@H:4]12.[OH-].[Na+].[O-]S([O-])(=O)=O.[Mg+2].[CH:38](=O)[C:39]1[CH:44]=[CH:43][CH:42]=[CH:41][CH:40]=1.[C:46]1([P:52]([C:59]2[CH:64]=[CH:63][CH:62]=[CH:61][CH:60]=2)[C:53]2[CH:58]=[CH:57][CH:56]=[CH:55][CH:54]=2)[CH:51]=[CH:50][CH:49]=[CH:48][CH:47]=1>C(Cl)Cl>[Cl-:11].[CH:38](=[N:2][CH:3]1[C:28](=[O:29])[N:5]2[C:6]([C:12]([O:14][CH:15]([C:22]3[CH:27]=[CH:26][CH:25]=[CH:24][CH:23]=3)[C:16]3[CH:21]=[CH:20][CH:19]=[CH:18][CH:17]=3)=[O:13])=[C:7]([CH2:10][P+:52]([C:53]3[CH:54]=[CH:55][CH:56]=[CH:57][CH:58]=3)([C:59]3[CH:64]=[CH:63][CH:62]=[CH:61][CH:60]=3)[C:46]3[CH:47]=[CH:48][CH:49]=[CH:50][CH:51]=3)[CH2:8][S:9][C@H:4]12)[C:39]1[CH:44]=[CH:43][CH:42]=[CH:41][CH:40]=1 |f:0.1,2.3,4.5,9.10|. Procedure details: To a suspension of diphenylmethyl 7-amino-3-chloromethyl-3-cephem-4-carboxylate hydrochloride (200 g, 0.44 mole) in CH2Cl2 (940 ml) was added 1N NaOH (440 ml) at room temperature. The mixture was shaken for 10 minutes and the organic layer was separated. To this organic layer were added MgSO4 (75 g) and benzaldehyde (51 g, 0.48 mole) and the mixture was allowed to stand for 3 hours at room temperature. The reaction mixture was filtered and the insolubles were washed with CH2Cl2 (200 ml). To the ... Starting materials: Cl (HCl), C(C)(C)(C)OC(=O)NCCCC(=O)OC1=C(C=CC=C1C)C (2,6-Dimethylphenyl 4-[(tert-butoxycarbonyl)amino]butanoate), ice. Solvent: C(Cl)Cl (DCM). Yields the product Cl.NCCCC(=O)OC1=C(C=CC=C1C)C (2,6-Dimethylphenyl 4-aminobutanoate hydrochloride). The yield is 86.0%. Reaction SMILES: C(OC([NH:8][CH2:9][CH2:10][CH2:11][C:12]([O:14][C:15]1[C:20]([CH3:21])=[CH:19][CH:18]=[CH:17][C:16]=1[CH3:22])=[O:13])=O)(C)(C)C.[ClH:23]>C(Cl)Cl>[ClH:23].[NH2:8][CH2:9][CH2:10][CH2:11][C:12]([O:14][C:15]1[C:20]([CH3:21])=[CH:19][CH:18]=[CH:17][C:16]=1[CH3:22])=[O:13] |f:3.4|. Procedure: 2,6-Dimethylphenyl 4-[(tert-butoxycarbonyl)amino]butanoate (0.49 g, 1.594 mmol) was dissolved in DCM (20 ml) and HCl (4M in dioxane, 1.2 ml) was added dropwise at 0° C. The mixture was stirred for 30 minutes at 0-2° C. before the ice bath was removed and stirring was continued at rt. The mixture was evaporated in vacuum to give the title compound (0.371 g, 86%) as a white solid. It was used without further purification. 1H NMR (400 MHz, DMSO-d6): δ 1.88-1.96 (m, 2H), 2.07 (s, 6H), 2.80 (t, 2H), ...